The task is: describe an organic reaction: reactants, conditions, products, and yield. This data is from the Open Reaction Database (ORD), a public repository of structured organic reaction records. Starting materials: Cl, CN(C(=O)N(C)C1CCNCC1c1ccc(F)cc1)c1cc(C(F)(F)F)cc(C(F)(F)F)c1, O=C(O)C1CCSCC1. The product is CN(C(=O)N(C)C1CCN(C(=O)C2CCSCC2)CC1c1ccc(F)cc1)c1cc(C(F)(F)F)cc(C(F)(F)F)c1. As a reaction SMILES: [ClH:1].[F:2][C:3]([c:4]1[cH:5][c:6]([N:14]([C:15](=[O:16])[N:17]([CH3:18])[CH:19]2[CH:20]([c:25]3[cH:26][cH:27][c:28]([F:31])[cH:29][cH:30]3)[CH2:21][NH:22][CH2:23][CH2:24]2)[CH3:32])[cH:7][c:8]([C:10]([F:11])([F:12])[F:13])[cH:9]1)([F:33])[F:34].[S:35]1[CH2:36][CH2:37][CH:38]([C:41](=[O:42])[OH:43])[CH2:39][CH2:40]1>>[F:2][C:3]([c:4]1[cH:5][c:6]([N:14]([C:15](=[O:16])[N:17]([CH3:18])[CH:19]2[CH:20]([c:25]3[cH:26][cH:27][c:28]([F:31])[cH:29][cH:30]3)[CH2:21][N:22]([C:41]([CH:38]3[CH2:37][CH2:36][S:35][CH2:40][CH2:39]3)=[O:42])[CH2:23][CH2:24]2)[CH3:32])[cH:7][c:8]([C:10]([F:11])([F:12])[F:13])[cH:9]1)([F:33])[F:34]. Reaction SMILES: [CH2:1]([C@@H:4]1[CH2:9][C@H:8]([C:10]2[CH:15]=[CH:14][CH:13]=[C:12]([Cl:16])[CH:11]=2)[C@@H:7]([C:17]2[CH:22]=[CH:21][C:20]([Cl:23])=[CH:19][CH:18]=2)[NH:6][C:5]1=[O:24])[CH:2]=[CH2:3].Br[CH:26]([CH2:29][CH3:30])[CH2:27][CH3:28].[H-].[Na+]>>[CH2:1]([C@@H:4]1[CH2:9][C@H:8]([C:10]2[CH:15]=[CH:14][CH:13]=[C:12]([Cl:16])[CH:11]=2)[C@@H:7]([C:17]2[CH:22]=[CH:21][C:20]([Cl:23])=[CH:19][CH:18]=2)[N:6]([CH:26]([CH2:29][CH3:30])[CH2:27][CH3:28])[C:5]1=[O:24])[CH:2]=[CH2:3] |f:2.3|. Starting materials: C(C=C)[C@H]1C(N[C@@H]([C@H](C1)C1=CC(=CC=C1)Cl)C1=CC=C(C=C1)Cl)=O ((3R,5R,6S)-3-allyl-5-(3-chlorophenyl)-6-(4-chlorophenyl)piperidin-2-one), BrC(CC)CC (3-bromopentane), [H-].[Na+] (sodium hydride), oil. Product: C(C=C)[C@H]1C(N([C@@H]([C@H](C1)C1=CC(=CC=C1)Cl)C1=CC=C(C=C1)Cl)C(CC)CC)=O ((3R,5R,6S)-3-allyl-5-(3-chlorophenyl)-6-(4-chlorophenyl)-1-(pentan-3-yl)piperidin-2-one). Conditions: time 10 minute. The yield is 71.4%. Procedure: To a solution of (3R,5R,6S)-3-allyl-5-(3-chlorophenyl)-6-(4-chlorophenyl)piperidin-2-one (Example 42, Step A) (440 mg, 1.221 mmol) in 3-bromopentane (3196 μL, 25.6 mmol) under nitrogen at rt was added a dispersion of 60% sodium hydride in mineral oil (244 mg, 6.11 mmol). Evolution of gas was observed. The reaction was stirred at room temperature for 10 min and then heated to 120° C. under N2 for 19 h. The reaction mixture was cooled to room temperature and quenched with sat. NH4Cl. The layers we... Reactants: C(CCCCCCCCCCCCC)(=O)N[C@@H](CCC(=O)[O-])C(=O)[O-].[Na+].[Na+] (Sodium N-myristoyl-L-glutamate), aqueous solution, S(=O)(=O)([O-])[O-].[Al+3].S(=O)(=O)([O-])[O-].S(=O)(=O)([O-])[O-].[Al+3] (aluminum sulfate). Solvent: O (water). Run at time 10 minute. The product is C(CCCCCCCCCCCCC)(=O)N[C@@H](CCC(=O)[O-])C(=O)[O-].[Al+3].C(CCCCCCCCCCCCC)(=O)N[C@@H](CCC(=O)[O-])C(=O)[O-].C(CCCCCCCCCCCCC)(=O)N[C@@H](CCC(=O)[O-])C(=O)[O-].[Al+3] (aluminum N-myristoyl-L-glutamate). As a reaction SMILES: [C:1]([NH:16][C@H:17]([C:23]([O-:25])=[O:24])[CH2:18][CH2:19][C:20]([O-:22])=[O:21])(=[O:15])[CH2:2][CH2:3][CH2:4][CH2:5][CH2:6][CH2:7][CH2:8][CH2:9][CH2:10][CH2:11][CH2:12][CH2:13][CH3:14].[Na+].[Na+].S([O-])([O-])(=O)=O.[Al+3:33].S([O-])([O-])(=O)=O.S([O-])([O-])(=O)=O.[Al+3]>O>[C:1]([NH:16][C@H:17]([C:23]([O-:25])=[O:24])[CH2:18][CH2:19][C:20]([O-:22])=[O:21])(=[O:15])[CH2:2][CH2:3][CH2:4][CH2:5][CH2:6][CH2:7][CH2:8][CH2:9][CH2:10][CH2:11][CH2:12][CH2:13][CH3:14].[Al+3:33].[C:1]([NH:16][C@H:17]([C:23]([O-:25])=[O:24])[CH2:18][CH2:19][C:20]([O-:22])=[O:21])(=[O:15])[CH2:2][CH2:3][CH2:4][CH2:5][CH2:6][CH2:7][CH2:8][CH2:9][CH2:10][CH2:11][CH2:12][CH2:13][CH3:14].[C:1]([NH:16][C@H:17]([C:23]([O-:25])=[O:24])[CH2:18][CH2:19][C:20]([O-:22])=[O:21])(=[O:15])[CH2:2][CH2:3][CH2:4][CH2:5][CH2:6][CH2:7][CH2:8][CH2:9][CH2:10][CH2:11][CH2:12][CH2:13][CH3:14].[Al+3:33] |f:0.1.2,3.4.5.6.7,9.10.11.12.13|. Procedure: Sodium N-myristoyl-L-glutamate was added to a suspension in which 30 g of sericite had been suspended in 4 liters of water. Then, stirring was fully carried out. Into this suspension was added 60 ml of a 20% aqueous solution of aluminum sulfate in 10 minutes. Then, further stirring was carried out for 10 minutes. Thereafter, the suspension was dehydrated by means of a basket type centrifuge. Then, drying was carried out at 110° C. in a hot-air drying apparatus to produce about 1 kg of a dried pr...